This data is from the Open Reaction Database (ORD), a public repository of structured organic reaction records. The task is: describe an organic reaction: reactants, conditions, products, and yield The reactants are NC1=CC(=C(C(=O)O)C=C1Cl)OC (4-amino-5-chloro-2-methoxybenzoic acid), C1(CCCCC1)=O (cyclohexanone), C(C)(=O)O[BH-](OC(C)=O)OC(C)=O.[Na+] (sodium triacetoxyborohydride). The solvent is C(C)(=O)O (acetic acid). Conditions: time 1 hour. The product is ClC=1C(=CC(=C(C(=O)O)C1)OC)NC1CCCCC1 (5-chloro-4-cyclohexylamino-2-methoxybenzoic acid). Isolated yield 12.8%. Reaction SMILES: [NH2:1][C:2]1[C:10]([Cl:11])=[CH:9][C:5]([C:6]([OH:8])=[O:7])=[C:4]([O:12][CH3:13])[CH:3]=1.[C:14]1(=O)[CH2:19][CH2:18][CH2:17][CH2:16][CH2:15]1.C(O[BH-](OC(=O)C)OC(=O)C)(=O)C.[Na+]>C(O)(=O)C>[Cl:11][C:10]1[C:2]([NH:1][CH:14]2[CH2:19][CH2:18][CH2:17][CH2:16][CH2:15]2)=[CH:3][C:4]([O:12][CH3:13])=[C:5]([CH:9]=1)[C:6]([OH:8])=[O:7] |f:2.3|. Reported procedure: In a stream of argon, 3.08 g of 4-amino-5-chloro-2-methoxybenzoic acid and 1.00 g of cyclohexanone were added to 30 ml of acetic acid at room temperature, 4.30 g of sodium triacetoxyborohydride was added in small portions to the above solution, and then the resulting mixture was stirred for 1 hour. After completion of the reaction, the solvent was evaporated and the resulting residue was mixed with water, extracted with chloroform and then washed with saturated brine. After drying over anhydrous... Reactants: [I-].[K+] (potassium iodide), N1=CNC2=C1C=CC=C2 (benzimidazole), [H-].[Na+] (sodium hydride), oil, CS(=O)(=O)OCC1CCN(CC1)C(=O)OC(C)(C)C (t-Butyl 4-methylsulfonyloxymethyl-1-piperidinecarboxylate). Run in CN(C=O)C (dimethylformamide), O (water). Run at temperature 60 celsius, time 2 hour. Product: N1(C=NC2=C1C=CC=C2)CC2CCN(CC2)C(=O)OC(C)(C)C (t-Butyl 4-(1H-Benzimidazol-1-ylmethyl)-1-piperidinecarboxylate). Yield: 82.4%. As a reaction SMILES: CS(O[CH2:6][CH:7]1[CH2:12][CH2:11][N:10]([C:13]([O:15][C:16]([CH3:19])([CH3:18])[CH3:17])=[O:14])[CH2:9][CH2:8]1)(=O)=O.[I-].[K+].[N:22]1[C:26]2[CH:27]=[CH:28][CH:29]=[CH:30][C:25]=2[NH:24][CH:23]=1.[H-].[Na+]>CN(C)C=O.O>[N:22]1([CH2:6][CH:7]2[CH2:12][CH2:11][N:10]([C:13]([O:15][C:16]([CH3:19])([CH3:18])[CH3:17])=[O:14])[CH2:9][CH2:8]2)[C:26]2[CH:27]=[CH:28][CH:29]=[CH:30][C:25]=2[N:24]=[CH:23]1 |f:1.2,4.5|. Procedure: t-Butyl 4-methylsulfonyloxymethyl-1-piperidinecarboxylate (0.50 g, 1.7 mmol) was dissolved in dimethylformamide (8 ml). To the solution were added potassium iodide (0.37 g), benzimidazole (0.26 g) and 60% sodium hydride in mineral oil (0.088 g), successively, and the mixture was stirred at 60° C. for 2 hours. To the reaction mixture was added water, and the mixture was extracted with ethyl acetate twice. The organic layer was washed with water three times, dried over magnesium sulfate and concen... Reactants: O=C1N(C(c2ccccc2)c2ccccc2)c2cccc(Cl)c2C1(O)c1cc2c(cc1O)OCC2, COc1cc(OC)c2c(c1)N(C(c1ccccc1)c1ccccc1)C(=O)C2(O)c1cc2c(cc1O)OCCO2. The product is COc1cc(OC)c2c(c1)N(C(c1ccccc1)c1ccccc1)C(=O)C2c1cc2c(cc1O)OCCO2. RXN SMILES: [Cl:40][c:41]1[cH:42][cH:43][cH:44][c:45]2[c:46]1[C:47]([OH:48])([c:49]1[c:50]([OH:51])[cH:52][c:53]3[c:57]([cH:58]1)[CH2:56][CH2:55][O:54]3)[C:59](=[O:60])[N:61]2[CH:62]([c:63]1[cH:64][cH:65][cH:66][cH:67][cH:68]1)[c:69]1[cH:70][cH:71][cH:72][cH:73][cH:74]1.[c:1]1([CH:7]([N:8]2[C:9](=[O:33])[C:10]([c:21]3[cH:22][c:23]4[c:24]([cH:29][c:30]3[OH:31])[O:25][CH2:26][CH2:27][O:28]4)([OH:32])[c:11]3[c:12]([O:19][CH3:20])[cH:13][c:14]([O:17][CH3:18])[cH:15][c:16]32)[c:34]2[cH:35][cH:36][cH:37][cH:38][cH:39]2)[cH:2][cH:3][cH:4][cH:5][cH:6]1>>[c:1]1([CH:7]([N:8]2[C:9](=[O:33])[CH:10]([c:21]3[cH:22][c:23]4[c:24]([cH:29][c:30]3[OH:31])[O:25][CH2:26][CH2:27][O:28]4)[c:11]3[c:12]([O:19][CH3:20])[cH:13][c:14]([O:17][CH3:18])[cH:15][c:16]32)[c:34]2[cH:35][cH:36][cH:37][cH:38][cH:39]2)[cH:2][cH:3][cH:4][cH:5][cH:6]1. Procedure: A mixture of 29.5 ml (0.3 mol) of alpha-picoline with 140 ml of tetrahydrofuran was cooled to −20° C. and 187.5 ml of n-butyllithium (1.6M in hexane, 0.3 mol) were subsequently added while stirring. The mixture was allowed to warm to room temperature while stirring and a solution of 39.6 g (0.3 mol) of 1-indanone in 35 ml of tetrahydrofuran was then added over a period of 25 minutes while stirring. The mixture was then stirred for a further 1.5 hours and hydrolyzed with 600 ml of dilute hydrochl... Reaction conditions: temperature -20 celsius. Reaction SMILES: [N:1]1[CH:6]=[CH:5][CH:4]=[CH:3][C:2]=1[CH3:7].C([Li])CCC.[C:13]1(=[O:22])[C:21]2[C:16](=[CH:17][CH:18]=[CH:19][CH:20]=2)[CH2:15][CH2:14]1.Cl>O1CCCC1>[N:1]1[CH:6]=[CH:5][CH:4]=[CH:3][C:2]=1[CH2:7][C:13]1([OH:22])[C:21]2[C:16](=[CH:17][CH:18]=[CH:19][CH:20]=2)[CH2:15][CH2:14]1. Reactants: Cl (hydrochloric acid), N1=C(C=CC=C1)C (alpha-picoline), C(CCC)[Li] (n-butyllithium), C1(CCC2=CC=CC=C12)=O (1-indanone). Solvent: O1CCCC1 (tetrahydrofuran), O1CCCC1 (tetrahydrofuran). The product is N1=C(C=CC=C1)CC1(CCC2=CC=CC=C12)O (1-(2-pyridinylmethyl)-1-indanol). Reactants: C(C)(=O)OC(C)=O (acetic anhydride), ( 5.0 ), C([O-])([O-])=O.[K+].[K+] (potassium carbonate), C1COCCOCCOCCOCCOCCO1 (18-crown-6), OC=1C=C(C(C(=O)O)=CC1)C(=O)O (4-hydroxyphthalic acid), BrCCCO (3-bromo-1-propanol), [I-].[K+] (potassium iodide). Solvent: C(C)N(CC)CC (triethylamine), CN(C=O)C (dimethylformamide), O (Water). Product: OCCCOC=1C=C(C(C(=O)[O-])=CC1)C(=O)[O-].[K+].[K+] (dipotassium 4-(3-hydroxypropoxy)-phthalate). As a reaction SMILES: [OH:1][C:2]1[CH:3]=[C:4]([C:11]([OH:13])=[O:12])[C:5](=[CH:9][CH:10]=1)[C:6]([OH:8])=[O:7].Br[CH2:15][CH2:16][CH2:17][OH:18].C(=O)([O-])[O-].[K+:23].[K+].C1OCCOCCOCCOCCOCCOC1.[I-].[K+].C(OC(=O)C)(=O)C>CN(C)C=O.O.C(N(CC)CC)C>[OH:18][CH2:17][CH2:16][CH2:15][O:1][C:2]1[CH:3]=[C:4]([C:11]([O-:13])=[O:12])[C:5](=[CH:9][CH:10]=1)[C:6]([O-:8])=[O:7].[K+:23].[K+:23] |f:2.3.4,6.7,12.13.14|. Procedure: Five point zero (5.0) grams of 4-hydroxyphthalic acid and 13 g of 3-bromo-1-propanol were allowed to react in dimethylformamide while refluxing with heating in the presence of 10 g of potassium carbonate, a catalytic amount of 18-crown-6 and a catalytic amount of potassium iodide. The reaction was pursued with thin layer chromatography (TLC), heating was stopped when the reaction product became homogeneous and the temperature was lowered to room temperature. The reaction mixture was acetylated b... Reactants: BrB(Br)Br, O=C([O-])O, COc1cc2sc(NCC3CCCCC3)nc2cc1F, ClCCl, [Na+]. The product is Oc1cc2sc(NCC3CCCCC3)nc2cc1F. Reaction SMILES: [B:21]([Br:22])([Br:23])[Br:24].[C:28](=[O:29])([OH:30])[O-:31].[CH:1]1([CH2:7][NH:8][c:9]2[s:10][c:11]3[c:12]([n:13]2)[cH:14][c:15]([F:20])[c:16]([O:18][CH3:19])[cH:17]3)[CH2:2][CH2:3][CH2:4][CH2:5][CH2:6]1.[Cl:25][CH2:26][Cl:27].[Na+:32]>>[CH:1]1([CH2:7][NH:8][c:9]2[s:10][c:11]3[c:12]([n:13]2)[cH:14][c:15]([F:20])[c:16]([OH:18])[cH:17]3)[CH2:2][CH2:3][CH2:4][CH2:5][CH2:6]1.